Dataset: the Open Reaction Database (ORD), a public repository of structured organic reaction records. Task: describe an organic reaction: reactants, conditions, products, and yield The product is N(CC(=O)N[C@@H](CCCC)C(=O)N1[C@H](C(=O)O)CCC1)C(=O)OC(C)(C)C (Boc-Gly-Nleu-Pro-OH). Run in O (H2O), O (H2O), C1CCOC1 (THF). Conditions: temperature 0 celsius, time 1 hour. As a reaction SMILES: [NH:1]([C:29]([O:31][C:32]([CH3:35])([CH3:34])[CH3:33])=[O:30])[CH2:2][C:3]([NH:5][C@H:6]([C:11]([N:13]1[CH2:28][CH2:27][CH2:26][C@H:14]1[C:15]([O:17]C(C1C=CC=CC=1)=O)=[O:16])=[O:12])[CH2:7][CH2:8][CH2:9][CH3:10])=[O:4].[OH-].[K+]>O.C1COCC1>[NH:1]([C:29]([O:31][C:32]([CH3:33])([CH3:35])[CH3:34])=[O:30])[CH2:2][C:3]([NH:5][C@H:6]([C:11]([N:13]1[CH2:28][CH2:27][CH2:26][C@H:14]1[C:15]([OH:17])=[O:16])=[O:12])[CH2:7][CH2:8][CH2:9][CH3:10])=[O:4] |f:1.2|. Isolated yield 89.1%. Starting materials: [OH-].[K+] (KOH), N(CC(=O)N[C@@H](CCCC)C(=O)N1[C@H](C(=O)OC(=O)C2=CC=CC=C2)CCC1)C(=O)OC(C)(C)C (Boc-Gly-Nleu-Pro-OBz). Reported procedure: Boc-Gly-Nleu-Pro-OBz (7.9 g, 0.0166 mol.) was dissolved in a mixture of 50 ml H2O and 80 ml THF. The solution was chilled to 0° C. KOH (1.9 g, 0.033 mol.) dissolved in 30 ml H2O was added while stirring the solution. The stirring was continued at room temperature for one hour. The THF was removed under reduced pressure. The aqueous solution was chilled to 0° C. and acidified to about pH=3 by addition of concentrated HCl (swirling the solution vigorously at the same time). The product was extract... The reactants are CN1C(=O)C(F)(F)CN(C2CCCC2)c2nc(Nc3cc(F)c(C(=O)NC4CCN(C(=O)OC(C)(C)C)CC4)cc3F)ncc21, ClCCl, O=C(O)C(F)(F)F. Yields the product CN1C(=O)C(F)(F)CN(C2CCCC2)c2nc(Nc3cc(F)c(C(=O)NC4CCNCC4)cc3F)ncc21. Reaction SMILES: [C:1]([O:2][C:3](=[O:4])[N:8]1[CH2:9][CH2:10][CH:11]([NH:14][C:15]([c:16]2[c:17]([F:44])[cH:18][c:19]([NH:23][c:24]3[n:25][cH:26][c:27]4[c:28]([n:43]3)[N:29]([CH:38]3[CH2:39][CH2:40][CH2:41][CH2:42]3)[CH2:30][C:31]([F:36])([F:37])[C:32](=[O:35])[N:33]4[CH3:34])[c:20]([F:22])[cH:21]2)=[O:45])[CH2:12][CH2:13]1)([CH3:5])([CH3:6])[CH3:7].[Cl:53][CH2:54][Cl:55].[OH:46][C:47]([C:48]([F:49])([F:50])[F:51])=[O:52]>>[NH:8]1[CH2:9][CH2:10][CH:11]([NH:14][C:15]([c:16]2[c:17]([F:44])[cH:18][c:19]([NH:23][c:24]3[n:25][cH:26][c:27]4[c:28]([n:43]3)[N:29]([CH:38]3[CH2:39][CH2:40][CH2:41][CH2:42]3)[CH2:30][C:31]([F:36])([F:37])[C:32](=[O:35])[N:33]4[CH3:34])[c:20]([F:22])[cH:21]2)=[O:45])[CH2:12][CH2:13]1. Procedure details: To a 500 mL 2-neck flask equipped with condenser, addition funnel with N2 inlet, and stirring bar was added 1-anthracenecarboxylic acid (6.88 g, 31 mmol) and dry THF (250 mL). To the addition funnel, was added a 1M solution of BH3 in THF (Aldrich, 50 mL, 50 mmol) via cannula. The BH3 solution was added over 1 h and the solution stirred overnight at RT. CH3OH was then added until H2 evolution ceased. H2O (5 mL) and then 1N HCl (5 mL) was added to the flask. The solvents were removed and then PhCH... The reactants are Cl (HCl), CO (CH3OH), C1(=CC=CC2=CC3=CC=CC=C3C=C12)C(=O)O (1-anthracenecarboxylic acid), C1CCOC1 (THF), solution, C1CCOC1 (THF). Solvent: O (H2O). Reaction SMILES: [C:1]1([C:15](O)=[O:16])[C:14]2[C:5](=[CH:6][C:7]3[C:12]([CH:13]=2)=[CH:11][CH:10]=[CH:9][CH:8]=3)[CH:4]=[CH:3][CH:2]=1.C1COCC1.CO.Cl>O>[C:1]1([CH2:15][OH:16])[C:14]2[C:5](=[CH:6][C:7]3[C:12]([CH:13]=2)=[CH:11][CH:10]=[CH:9][CH:8]=3)[CH:4]=[CH:3][CH:2]=1. Isolated yield 66.6%. The product is C1(=CC=CC2=CC3=CC=CC=C3C=C12)CO ((1-anthryl)methanol). The reactants are CNC=1C=NC=CC1C1=C(C=CC=C1)C (N-methyl-4-o-tolylpyridin-3-amine), CC=1C=C(C(=O)O)C=C(C1)C (3,5-dimethylbenzoic acid). Solvent: CCCCCCC.CCOC(=O)C (n-heptane EtOAc). The product is CC=1C=C(C(=O)N(C=2C=NC=CC2C2=C(C=CC=C2)C)C)C=C(C1)C (3,5,N-Trimethyl-N-(4-o-tolyl-pyridin-3-yl)-benzamide). RXN SMILES: [CH3:1][NH:2][C:3]1[CH:4]=[N:5][CH:6]=[CH:7][C:8]=1[C:9]1[CH:14]=[CH:13][CH:12]=[CH:11][C:10]=1[CH3:15].[CH3:16][C:17]1[CH:18]=[C:19]([CH:23]=[C:24]([CH3:26])[CH:25]=1)[C:20]([OH:22])=O>CCCCCCC.CCOC(C)=O>[CH3:26][C:24]1[CH:23]=[C:19]([CH:18]=[C:17]([CH3:16])[CH:25]=1)[C:20]([N:2]([CH3:1])[C:3]1[CH:4]=[N:5][CH:6]=[CH:7][C:8]=1[C:9]1[CH:14]=[CH:13][CH:12]=[CH:11][C:10]=1[CH3:15])=[O:22] |f:2.3|. Procedure: The title compound was prepared in analogy to example 90, from N-methyl-4-o-tolylpyridin-3-amine (example 1, intermediate a) and 3,5-dimethylbenzoic acid (CAS RN 499-06-9) and using a gradient of n-heptane:EtOAc (100:0 to 0:100) for the chromatographic purification. Brown oil (3%). MS (ESI): m/z=331.18 [M+H]+.